Dataset: the Open Reaction Database (ORD), a public repository of structured organic reaction records. Task: describe an organic reaction: reactants, conditions, products, and yield Starting materials: NC1=C(C#N)C(=CC=C1)NC (2-amino-6-(methylamino)benzonitrile), N1=CC=CC=C1 (pyridine), O (water), O(C1=CC=CC=C1)CC(=O)Cl (phenoxyacetyl chloride). The solvent is C(Cl)Cl (methylene chloride). Reaction conditions: time 1 hour. Product: CNC1=C(C#N)C(=CC=C1)NC(COC1=CC=CC=C1)=O (2-(methylamino)-6-(phenoxyacetylamino)benzonitrile). As a reaction SMILES: [NH2:1][C:2]1[CH:9]=[CH:8][CH:7]=[C:6]([NH:10][CH3:11])[C:3]=1[C:4]#[N:5].N1C=CC=CC=1.[O:18]([CH2:25][C:26](Cl)=[O:27])[C:19]1[CH:24]=[CH:23][CH:22]=[CH:21][CH:20]=1.O>C(Cl)Cl>[CH3:11][NH:10][C:6]1[CH:7]=[CH:8][CH:9]=[C:2]([NH:1][C:26](=[O:27])[CH2:25][O:18][C:19]2[CH:24]=[CH:23][CH:22]=[CH:21][CH:20]=2)[C:3]=1[C:4]#[N:5]. Procedure details: To a solution of 2-amino-6-(methylamino)benzonitrile (3.3 g) in methylene chloride (50 ml) is added pyridine (3.6 ml), and thereto is added dropwise phenoxyacetyl chloride (6.2 ml) which is cooled in an ice bath. The mixture is stirred at room temperature for 1 hour, and thereafter, water is added thereto, and the mixture is extracted with methylene chloride. The organic layer is dried over anhydrous sodium sulfate, and the solvent is distilled off under reduced pressure. The resulting crude cry... Starting materials: [OH-].[K+] (Potassium hydroxide), C(C)OC(=O)N1CCCOC2=C1C=C(C=C2)[N+](=O)[O-] (2-Nitro-7,8-dihydro-6H-5-oxa-9-aza-benzocycloheptene-9-carboxylic acid ethyl ester). Run in O (Water), COCCO (2-Methoxyethanol). Reaction conditions: temperature 110 celsius. Product: [N+](=O)([O-])C=1C=CC2=C(NCCCO2)C1 (2-Nitro-6,7,8,9-tetrahydro-5-oxa-9-aza-benzocycloheptene). Yield: 78.9%. RXN SMILES: [OH-].[K+].C(OC([N:8]1[C:14]2[CH:15]=[C:16]([N+:19]([O-:21])=[O:20])[CH:17]=[CH:18][C:13]=2[O:12][CH2:11][CH2:10][CH2:9]1)=O)C>O.COCCO>[N+:19]([C:16]1[CH:17]=[CH:18][C:13]2[O:12][CH2:11][CH2:10][CH2:9][NH:8][C:14]=2[CH:15]=1)([O-:21])=[O:20] |f:0.1|. Procedure details: 1.00 M of Potassium hydroxide in Water (25 mL) was added to 2-Nitro-7,8-dihydro-6H-5-oxa-9-aza-benzocycloheptene-9-carboxylic acid ethyl ester (2.84 g, 10.7 mmol) in 2-Methoxyethanol (50 mL) and the reaction was heated at 110° C. After overnight heating, the mixture was cooled, extracted with DCM (2×50 mL); the combined organics were washed with water (50 mL) and brine (50 mL), dried and conc. in vacuo. The residue was chromatographed (120 g SiO2, ISCO, 0-20% EtOAc:Hex) to afford 2-Nitro-6,7,8,9... The reactants are C(C)(C)(C)OC(NC1=C(C=C(C=C1)I)[N+](=O)[O-])=O ((4-Iodo-2-nitro-phenyl)-carbamic acid tert.-butyl ester), C1(=CC=CC2=CC=CC=C12)B(O)O (1-naphthylboronic acid). The product is C(C)(C)(C)OC(NC1=C(C=C(C=C1)C1=CC=CC2=CC=CC=C12)[N+](=O)[O-])=O ((4-Naphthalen-1-yl-2-nitro-phenyl)-carbamic acid tert.-butyl ester). RXN SMILES: [C:1]([O:5][C:6](=[O:18])[NH:7][C:8]1[CH:13]=[CH:12][C:11](I)=[CH:10][C:9]=1[N+:15]([O-:17])=[O:16])([CH3:4])([CH3:3])[CH3:2].[C:19]1(B(O)O)[C:28]2[C:23](=[CH:24][CH:25]=[CH:26][CH:27]=2)[CH:22]=[CH:21][CH:20]=1>>[C:1]([O:5][C:6](=[O:18])[NH:7][C:8]1[CH:13]=[CH:12][C:11]([C:27]2[C:28]3[C:23](=[CH:22][CH:21]=[CH:20][CH:19]=3)[CH:24]=[CH:25][CH:26]=2)=[CH:10][C:9]=1[N+:15]([O-:17])=[O:16])([CH3:4])([CH3:3])[CH3:2]. Procedure details: Prepared from (4-iodo-2-nitro-phenyl)-carbamic acid tert.-butyl ester (Example A1) and 1-naphthylboronic acid according to the general procedure B. Obtained as a yellow foam (1.0 g).